Dataset: the Open Reaction Database (ORD), a public repository of structured organic reaction records. Task: describe an organic reaction: reactants, conditions, products, and yield Starting materials: NCC1(CN(CCC1)C(=O)OC(C)(C)C)F (tert-butyl 3-(aminomethyl)-3-fluoropiperidine-1-carboxylate), CCN(C(C)C)C(C)C (DIPEA), ClC1=NC(=CC=2C1=NC=CN2)Cl (5,7-dichloropyrido[3,4-b]pyrazine). Solvent: C1CCOC1 (THF). The product is ClC1=CC=2C(=NC=CN2)C(=N1)NCC1(CN(CCC1)C(=O)OC(C)(C)C)F (tert-butyl 3-((7-chloropyrido[3,4-b]pyrazin-5-ylamino)methyl)-3-fluoropiperidine-1-carboxylate). Isolated yield 26.8%. RXN SMILES: [NH2:1][CH2:2][C:3]1([F:16])[CH2:8][CH2:7][CH2:6][N:5]([C:9]([O:11][C:12]([CH3:15])([CH3:14])[CH3:13])=[O:10])[CH2:4]1.CCN(C(C)C)C(C)C.Cl[C:27]1[C:32]2=[N:33][CH:34]=[CH:35][N:36]=[C:31]2[CH:30]=[C:29]([Cl:37])[N:28]=1>C1COCC1>[Cl:37][C:29]1[N:28]=[C:27]([NH:1][CH2:2][C:3]2([F:16])[CH2:8][CH2:7][CH2:6][N:5]([C:9]([O:11][C:12]([CH3:13])([CH3:15])[CH3:14])=[O:10])[CH2:4]2)[C:32]2=[N:33][CH:34]=[CH:35][N:36]=[C:31]2[CH:30]=1. Reported procedure: tert-butyl 3-(aminomethyl)-3-fluoropiperidine-1-carboxylate (3.86 g, 16.6 mmol) and DIPEA (3.22 g, 24.9 mmol) were added to a solution of 5,7-dichloropyrido[3,4-b]pyrazine (3.32 g, 16.6 mmol) in THF (60 mL) and the mixture was refluxed overnight. The volatile components were evaporated and the residue was extracted with ethyl acetate. Ethyl acetate was washed with brine and dried. The solvent was removed in vacuo The crude residue was purified by silica-gel chromatography eluting with Hexane-50%... Starting materials: C(C)(C)(C)OC(=O)N1CCC(CC1)CCOC1=NC(=CC=C1)NC(=O)NC=1N=C(SC1)Br (4-(2-{6-[3-(2-bromo-thiazol-4-yl)-ureido]-pyridin-2-yloxy}-ethyl)-piperidine-1-carboxylic acid tert-butyl ester), C(=O)(C(F)(F)F)O (TFA). Run in C(Cl)Cl (CH2Cl2). The product is BrC=1SC=C(N1)NC(=O)NC1=NC(=CC=C1)OCCC1CCNCC1 (1-(2-Bromo-thiazol-4-yl)-3-[6-(2-piperidin-4-yl-ethoxy)-pyridin-2-yl]-urea). RXN SMILES: C(OC([N:8]1[CH2:13][CH2:12][CH:11]([CH2:14][CH2:15][O:16][C:17]2[CH:22]=[CH:21][CH:20]=[C:19]([NH:23][C:24]([NH:26][C:27]3[N:28]=[C:29]([Br:32])[S:30][CH:31]=3)=[O:25])[N:18]=2)[CH2:10][CH2:9]1)=O)(C)(C)C.C(O)(C(F)(F)F)=O>C(Cl)Cl>[Br:32][C:29]1[S:30][CH:31]=[C:27]([NH:26][C:24]([NH:23][C:19]2[CH:20]=[CH:21][CH:22]=[C:17]([O:16][CH2:15][CH2:14][CH:11]3[CH2:12][CH2:13][NH:8][CH2:9][CH2:10]3)[N:18]=2)=[O:25])[N:28]=1. Procedure details: To a stirred solution of 4-(2-{6-[3-(2-bromo-thiazol-4-yl)-ureido]-pyridin-2-yloxy}-ethyl)-piperidine-1-carboxylic acid tert-butyl ester (285 mg, 0.54 mmol) in anhydrous CH2Cl2 (6 mL) at RT, under N2, TFA (1.5 mL) was added. After 1.5 h the solvent was evaporated in vacuo. The residue was carefully treated with a saturated solution of NaHCO3 (aq) (10 mL), the precipitate was filtered off, washed with Et2O (3×5 mL) and dried in a vacuum oven at 60° C. for 5 h to yield the title compound as a whit... Starting materials: C(C)OC([C@H]1NCSC1C(CC1CCC2=CC=CC=C12)=O)=O (3-(2-indanylacetyl)-L-thioproline ethyl ester), [OH-].[Na+] (sodium hydroxide). Solvent: C(C)O (ethanol). Conditions: time 1 hour. Yields the product C1(CCC2=CC=CC=C12)CC(=O)C1[C@H](NCS1)C(=O)O (3-(2-indanylacetyl)-L-thioproline). Yield: 57.5%. Reaction SMILES: C([O:3][C:4](=[O:22])[C@@H:5]1[CH:9]([C:10](=[O:21])[CH2:11][CH:12]2[C:20]3[C:15](=[CH:16][CH:17]=[CH:18][CH:19]=3)[CH2:14][CH2:13]2)[S:8][CH2:7][NH:6]1)C.[OH-].[Na+]>C(O)C>[CH:12]1([CH2:11][C:10]([CH:9]2[S:8][CH2:7][NH:6][C@@H:5]2[C:4]([OH:22])=[O:3])=[O:21])[C:20]2[C:15](=[CH:16][CH:17]=[CH:18][CH:19]=2)[CH2:14][CH2:13]1 |f:1.2|. Procedure details: To a solution of 1.45 g of 3-(2-indanylacetyl)-L-thioproline ethyl ester prepared in Reference Example 1 in 17 ml of ethanol was added 28 ml of 1 N sodium hydroxide, and the mixture was stirred at room temperature. After 1 hour, ethanol was evaporated under reduced pressure. Twenty (20) ml of water was added to the residue and the solution was washed with ethyl acetate. The water layer was acidified with the addition of diluted hydrochloric acid and extracted with ethyl acetate. The organic laye... The reactants are C(C)C1=C(N)C(=CC=C1)CC (2,6-Diethylaniline), ClCC1SCCCCS1 (2-chloromethyl-1,3-dithiepane), C([O-])([O-])=O.[K+].[K+] (potassium carbonate). The solvent is CN(C=O)C (dimethylformamide). Product: S1C(SCCCC1)CNC1=C(C=CC=C1CC)CC (N-(1,3-dithiepan-2-ylmethyl)-2,6-diethylaniline). As a reaction SMILES: [CH2:1]([C:3]1[CH:9]=[CH:8][CH:7]=[C:6]([CH2:10][CH3:11])[C:4]=1[NH2:5])[CH3:2].Cl[CH2:13][CH:14]1[S:20][CH2:19][CH2:18][CH2:17][CH2:16][S:15]1.C(=O)([O-])[O-].[K+].[K+]>CN(C)C=O>[S:15]1[CH2:16][CH2:17][CH2:18][CH2:19][S:20][CH:14]1[CH2:13][NH:5][C:4]1[C:6]([CH2:10][CH3:11])=[CH:7][CH:8]=[CH:9][C:3]=1[CH2:1][CH3:2] |f:2.3.4|. Procedure: 2,6-Diethylaniline (75 grams), 2-chloromethyl-1,3-dithiepane (36.5 grams), potassium carbonate (34 grams) and dimethylformamide (75 ml) are charged into a glass reaction vessel equipped with a mechanical stirrer, thermometer and reflux condenser. The reaction mixture is heated at reflux for a period of about 18 hours. After this time the mixture is filtered and distilled to yield the desired product N-(1,3-dithiepan-2-ylmethyl)-2,6-diethylaniline. Starting materials: FC1=C(C=CC(=C1)N(S(=O)(=O)C1=C(C=CC=C1)[N+](=O)[O-])C1CCC2=C(C=CC=C12)C1=C(C=C(C=C1C)O)C)CCC(=O)OCC (ethyl 3-(2-fluoro-4-{[4-(4-hydroxy-2,6-dimethylphenyl)-2,3-dihydro-1H-inden-1-yl][(2-nitrophenyl)sulfonyl]amino}phenyl)propanoate), C(C)SCCO (2-(ethylthio)ethanol), C(CCC)P(CCCC)CCCC (tributylphosphine), N(=NC(=O)N1CCCCC1)C(=O)N1CCCCC1 (1,1′-(azodicarbonyl)dipiperidine). Solvent: O1CCCC1 (tetrahydrofuran), C(C)(C)OC(C)C (diisopropyl ether). The product is C(C)SCCOC1=CC(=C(C(=C1)C)C1=C2CCC(C2=CC=C1)N(C1=CC(=C(C=C1)CCC(=O)OCC)F)S(=O)(=O)C1=C(C=CC=C1)[N+](=O)[O-])C (ethyl 3-(4-{(4-{4-[2-(ethylthio)ethoxy]-2,6-dimethylphenyl}-2,3-dihydro-1H-inden-1-yl)[(2-nitrophenyl)sulfonyl]amino}-2-fluorophenyl)propanoate). Yield: 93.1%. RXN SMILES: [F:1][C:2]1[CH:7]=[C:6]([N:8]([CH:21]2[C:29]3[C:24](=[C:25]([C:30]4[C:35]([CH3:36])=[CH:34][C:33]([OH:37])=[CH:32][C:31]=4[CH3:38])[CH:26]=[CH:27][CH:28]=3)[CH2:23][CH2:22]2)[S:9]([C:12]2[CH:17]=[CH:16][CH:15]=[CH:14][C:13]=2[N+:18]([O-:20])=[O:19])(=[O:11])=[O:10])[CH:5]=[CH:4][C:3]=1[CH2:39][CH2:40][C:41]([O:43][CH2:44][CH3:45])=[O:42].[CH2:46]([S:48][CH2:49][CH2:50]O)[CH3:47].C(P(CCCC)CCCC)CCC.N(C(N1CCCCC1)=O)=NC(N1CCCCC1)=O>O1CCCC1.C(OC(C)C)(C)C>[CH2:46]([S:48][CH2:49][CH2:50][O:37][C:33]1[CH:34]=[C:35]([CH3:36])[C:30]([C:25]2[CH:26]=[CH:27][CH:28]=[C:29]3[C:24]=2[CH2:23][CH2:22][CH:21]3[N:8]([S:9]([C:12]2[CH:17]=[CH:16][CH:15]=[CH:14][C:13]=2[N+:18]([O-:20])=[O:19])(=[O:10])=[O:11])[C:6]2[CH:5]=[CH:4][C:3]([CH2:39][CH2:40][C:41]([O:43][CH2:44][CH3:45])=[O:42])=[C:2]([F:1])[CH:7]=2)=[C:31]([CH3:38])[CH:32]=1)[CH3:47]. Procedure details: To a solution of ethyl 3-(2-fluoro-4-{[4-(4-hydroxy-2,6-dimethylphenyl)-2,3-dihydro-1H-inden-1-yl][(2-nitrophenyl)sulfonyl]amino}phenyl)propanoate (1.00 g, 1.58 mmol), 2-(ethylthio)ethanol (0.219 mg, 2.06 mmol) and tributylphosphine (0.417 mg, 2.06 mmol) in tetrahydrofuran (25 mL) was added 1,1′-(azodicarbonyl)dipiperidine (0.520 g, 2.06 mmol) under stirring at room temperature, and the mixture was stirred for 16 hr. The reaction mixture was diluted with diisopropyl ether, the insoluble material...